This data is from the Open Reaction Database (ORD), a public repository of structured organic reaction records. The task is: describe an organic reaction: reactants, conditions, products, and yield Reactants: ON1N=NC2=C1C=CC=C2 (1-hydroxy-1,2,3-benzotriazole), [N+](=O)([O-])C1=CC=C(C=C1)S(=O)(=O)Cl (p-nitrobenzenesulfonyl chloride). The solvent is [OH-].[Na+] (sodium hydroxide), C(C)(=O)OCC (ethyl acetate). Conditions: time 8 hour. Product: [N+](=O)([O-])C1=CC=C(C=C1)S(=O)(=O)ON1N=NC2=C1C=CC=C2 (1-(p-nitrobenzensulfonyloxy)-1,2,3-benzotriazole). Yield: 43.8%. Reaction SMILES: [OH:1][N:2]1[C:6]2[CH:7]=[CH:8][CH:9]=[CH:10][C:5]=2[N:4]=[N:3]1.[N+:11]([C:14]1[CH:19]=[CH:18][C:17]([S:20](Cl)(=[O:22])=[O:21])=[CH:16][CH:15]=1)([O-:13])=[O:12]>[OH-].[Na+].C(OCC)(=O)C>[N+:11]([C:14]1[CH:15]=[CH:16][C:17]([S:20]([O:1][N:2]2[C:6]3[CH:7]=[CH:8][CH:9]=[CH:10][C:5]=3[N:4]=[N:3]2)(=[O:22])=[O:21])=[CH:18][CH:19]=1)([O-:13])=[O:12] |f:2.3|. Procedure: In 1 N aqueous sodium hydroxide (b 98 ml) is dissolved 1-hydroxy-1,2,3-benzotriazole (13.5 g). To the solution is added powdery p-nitrobenzenesulfonyl chloride (22.2 g) with stirring under ice-cooling, and the mixture is stirred at the same temperature for 15 minutes and further at room temperature for 4.5 hours. After allowing to stand overnight, the reaction mixture is extracted with ethyl acetate (150 ml). The extract is washed with water and dried over anhydrous sodium sulfate. After drying,... Starting materials: C(C1=CC=CC=C1)(=O)N1C(C(C2=CC=CC=C12)=C(C1=CC=CC=C1)Cl)=O (1-benzoyl-3-(1-chloro-1-phenyl-methylidene)-2-indolinone), C(C)(C)(C)OC(=O)NCC=1C=C(N)C=CC1 (3-tert.butoxycarbonylaminomethyl-aniline). The solvent is C(C)N(CC)CC (triethylamine). The product is C(C)(C)(C)OC(=O)NCC=1C=C(C=CC1)N\C(\C1=CC=CC=C1)=C\1/C(NC2=CC=CC=C12)=O ((Z)-3-[1-(3-tert.butoxycarbonylaminomethyl-phenylamino)-1-phenyl-methylidene]-2-indolinone). RXN SMILES: C([N:9]1[C:17]2[C:12](=[CH:13][CH:14]=[CH:15][CH:16]=2)[C:11](=[C:18](Cl)[C:19]2[CH:24]=[CH:23][CH:22]=[CH:21][CH:20]=2)[C:10]1=[O:26])(=O)C1C=CC=CC=1.[C:27]([O:31][C:32]([NH:34][CH2:35][C:36]1[CH:37]=[C:38]([CH:40]=[CH:41][CH:42]=1)[NH2:39])=[O:33])([CH3:30])([CH3:29])[CH3:28]>C(N(CC)CC)C>[C:27]([O:31][C:32]([NH:34][CH2:35][C:36]1[CH:37]=[C:38]([NH:39]/[C:18](=[C:11]2\[C:10](=[O:26])[NH:9][C:17]3[C:12]\2=[CH:13][CH:14]=[CH:15][CH:16]=3)/[C:19]2[CH:20]=[CH:21][CH:22]=[CH:23][CH:24]=2)[CH:40]=[CH:41][CH:42]=1)=[O:33])([CH3:30])([CH3:28])[CH3:29]. Procedure: Prepared analogously to Example 9 from 1-benzoyl-3-(1-chloro-1-phenyl-methylidene)-2-indolinone and 3-tert.butoxycarbonylaminomethyl-aniline in triethylamine. The reactants are CC(OCC)=O (EA), CCN(C(C)C)C(C)C (DIPEA), O (Water), crude material, [N+](=O)([O-])C1=NNN=C1 (4-nitro-2H-[1,2,3]triazole), solution. The solvent is CN(C)C=O (DMF), CN(C)C=O (DMF), CN(C)C=O (DMF). Run at temperature 50 celsius, time 24 hour. Product: COCC=1OC=C(N1)CN1N=CC(=N1)[N+](=O)[O-] (2-(Methoxymethyl)-4-((4-nitro-2H-1,2,3-triazol-2-yl)methyl)oxazole). RXN SMILES: [N+:1]([C:4]1[CH:8]=[N:7][NH:6][N:5]=1)([O-:3])=[O:2].[CH3:9][CH2:10][N:11](C(C)C)[CH:12]([CH3:14])[CH3:13].[OH2:18].C[C:20](=O)[O:21]CC>CN(C=O)C>[CH3:20][O:21][CH2:9][C:10]1[O:18][CH:13]=[C:12]([CH2:14][N:6]2[N:5]=[C:4]([N+:1]([O-:3])=[O:2])[CH:8]=[N:7]2)[N:11]=1. Procedure details: In a flame dried round-bottomed flask equipped with a magnetic stir bar and under inert atmosphere (N2), a solution of (2-(methoxymethyl)oxazol-4-yl)methanol (76 mg, 0.53 mmol) in dry CH2Cl2 (5 mL) was treated at 0° C. with Et3N (0.10 mL, 0.69 mmol) followed by DMAP (6.6 mg, 0.05 mmol) and Ms-Cl (0.05 mL, 0.67 mmol). After stirring at 0° C. for 30 min, the reaction was quenched with water (5 mL). The org. layer was dried over Na2SO4, filtered, and the solvents were removed under reduced pressure... Starting materials: C(C)(=O)NC=1SC2=C(N1)C(=CC=C2)OC2=CC(=NC=N2)C2=C(C=C(C=C2)C(F)(F)F)NC(=O)C2NCCC2 (N-(2-(6-(2-acetamidobenzo[d]thiazol-4-yloxy)pyrimidin-4-yl)-5-(trifluoromethyl)phenyl)pyrrolidine-2-carboxamide), CC(=O)C (acetone). Yields the product C(C)(=O)NC=1SC2=C(N1)C(=CC=C2)OC2=CC(=NC=N2)C2=C(C=C(C=C2)C(F)(F)F)NC(=O)C2CN(CC2)C(C)C (N-(2-(6-(2-Acetamidobenzo[d]thiazol-4-yloxy)pyrimidin-4-yl)-5-(trifluoromethyl)phenyl)-1-isopropylpyrrolidine-3-carboxamide). Reaction SMILES: [C:1]([NH:4][C:5]1[S:6][C:7]2[CH:13]=[CH:12][CH:11]=[C:10]([O:14][C:15]3[N:20]=[CH:19][N:18]=[C:17]([C:21]4[CH:26]=[CH:25][C:24]([C:27]([F:30])([F:29])[F:28])=[CH:23][C:22]=4[NH:31][C:32](C4CCCN4)=[O:33])[CH:16]=3)[C:8]=2[N:9]=1)(=[O:3])[CH3:2].[CH3:39][C:40]([CH3:42])=O>>[C:1]([NH:4][C:5]1[S:6][C:7]2[CH:13]=[CH:12][CH:11]=[C:10]([O:14][C:15]3[N:20]=[CH:19][N:18]=[C:17]([C:21]4[CH:26]=[CH:25][C:24]([C:27]([F:28])([F:29])[F:30])=[CH:23][C:22]=4[NH:31][C:32]([CH:40]4[CH2:42][CH2:5][N:9]([CH:8]([CH3:10])[CH3:7])[CH2:39]4)=[O:33])[CH:16]=3)[C:8]=2[N:9]=1)(=[O:3])[CH3:2]. Reported procedure: The title compound was prepared by reacting N-(2-(6-(2-acetamidobenzo[d]thiazol-4-yloxy)pyrimidin-4-yl)-5-(trifluoromethyl)phenyl)pyrrolidine-2-carboxamide [Example 62(b)] with acetone under the conditions of Example 3(d). MS (ESI, pos. ion.) m/z: 585 (M+1). Starting materials: ClC1=CC=C(OC2CCN(CC2)C(=O)C2=CC=C(C(=O)O)C=C2)C=C1 (4-(4-(4-chlorophenoxy)piperidine-1-carbonyl)benzoic acid), COCCNC (2-methoxy-N-methylethanamine). Product: ClC1=CC=C(OC2CCN(CC2)C(=O)C2=CC=C(C(=O)N(C)CCOC)C=C2)C=C1 (4-(4-(4-chlorophenoxy)piperidine-1-carbonyl)-N-(2-methoxyethyl)-N-methylbenzamide). Yield: 51.0%. RXN SMILES: [Cl:1][C:2]1[CH:25]=[CH:24][C:5]([O:6][CH:7]2[CH2:12][CH2:11][N:10]([C:13]([C:15]3[CH:23]=[CH:22][C:18]([C:19]([OH:21])=O)=[CH:17][CH:16]=3)=[O:14])[CH2:9][CH2:8]2)=[CH:4][CH:3]=1.[CH3:26][O:27][CH2:28][CH2:29][NH:30][CH3:31]>>[Cl:1][C:2]1[CH:25]=[CH:24][C:5]([O:6][CH:7]2[CH2:12][CH2:11][N:10]([C:13]([C:15]3[CH:23]=[CH:22][C:18]([C:19]([N:30]([CH2:29][CH2:28][O:27][CH3:26])[CH3:31])=[O:21])=[CH:17][CH:16]=3)=[O:14])[CH2:9][CH2:8]2)=[CH:4][CH:3]=1. Procedure details: The title compound was prepared in 51% yield (10.1 mg) prepared from 4-(4-(4-chlorophenoxy)piperidine-1-carbonyl)benzoic acid (Step-2) according to the procedure similar to that described in Step-2 of Example 349, using 2-methoxy-N-methylethanamine instead of 25% ammonium water. Reactants: OC(C#CC(=O)OCCOCCOC)\C=C\C1=CC=C(C=C1)OC (2-(2-methoxyethoxy)-ethyl (E)-4-hydroxy-6-(4-methoxyphenyl)-5-hexen-2-ynoate). The reagents and catalysts are [O-2].[O-2].[Mn+4] (manganese dioxide). Run in C(Cl)Cl (methylene chloride), C(Cl)Cl (methylene chloride). Reaction conditions: time 2 hour. The product is COC1=CC=C(C=C1)/C=C/C(C#CC(=O)OCCOCCOC)=O (2-(2-methoxyethoxy)ethyl (E)-6-(4-methoxyphenyl)-4-oxo-5-hexen-2-ynoate). Reaction SMILES: [OH:1][CH:2](/[CH:15]=[CH:16]/[C:17]1[CH:22]=[CH:21][C:20]([O:23][CH3:24])=[CH:19][CH:18]=1)[C:3]#[C:4][C:5]([O:7][CH2:8][CH2:9][O:10][CH2:11][CH2:12][O:13][CH3:14])=[O:6]>C(Cl)Cl.[O-2].[O-2].[Mn+4]>[CH3:24][O:23][C:20]1[CH:19]=[CH:18][C:17](/[CH:16]=[CH:15]/[C:2](=[O:1])[C:3]#[C:4][C:5]([O:7][CH2:8][CH2:9][O:10][CH2:11][CH2:12][O:13][CH3:14])=[O:6])=[CH:22][CH:21]=1 |f:2.3.4|. Procedure details: A solution of 2.4 g (7.2 mmol) of 2-(2-methoxyethoxy)-ethyl (E)-4-hydroxy-6-(4-methoxyphenyl)-5-hexen-2-ynoate in 40 ml of methylene chloride was added dropwise at 0° to a suspension of 9.4 g (108 mmol) of manganese dioxide in 30 ml of methylene chloride. The reaction mixture was stirred at 0° for 2 hours, filtered over magnesium sulphate and concentrated. Crystallization of the residue from ether/hexane yielded 2-(2-methoxyethoxy)ethyl (E)-6-(4-methoxyphenyl)-4-oxo-5-hexen-2-ynoate of melting p... Reactants: NCC=1C=NC=CC1 (3-aminomethylpyridine), COC1=NS(N=C1OC)=O (3,4-dimethoxy-1,2,5-thiadiazole 1-oxide). Run in CO (methanol), CO (methanol), CO (methanol). Product: COC1=NS(N=C1NCC=1C=NC=CC1)=O (3-Methoxy-4-(3-pyridyl)methylamino-1,2,5-thiadiazole 1-oxide). RXN SMILES: [NH2:1][CH2:2][C:3]1[CH:4]=[N:5][CH:6]=[CH:7][CH:8]=1.[CH3:9][O:10][C:11]1[C:15](OC)=[N:14][S:13](=[O:18])[N:12]=1>CO>[CH3:9][O:10][C:11]1[C:15]([NH:1][CH2:2][C:3]2[CH:4]=[N:5][CH:6]=[CH:7][CH:8]=2)=[N:14][S:13](=[O:18])[N:12]=1. Procedure: A solution of 3-aminomethylpyridine (2.02 g; 18.7 mmoles) in 80 ml of methanol was added dropwise over 40 minutes to a partial suspension of 3,4-dimethoxy-1,2,5-thiadiazole 1-oxide (3.03 g; 18.7 mmoles) in 150 ml of methanol, to produce a methanol solution of the title compound.